Dataset: the Open Reaction Database (ORD), a public repository of structured organic reaction records. Task: describe an organic reaction: reactants, conditions, products, and yield As a reaction SMILES: [CH2:5]([CH2:6][CH2:7][CH2:8][CH3:9])[CH:10]1[CH2:11][CH:12]([C:14](=[O:15])[OH:16])[CH2:13]1.[S:1]([Cl:2])([Cl:3])=[O:4].[cH:17]1[cH:18][cH:19][cH:20][cH:21][cH:22]1>>[CH2:5]([CH2:6][CH2:7][CH2:8][CH3:9])[CH:10]1[CH2:11][CH:12]([C:14](=[O:15])[OH:16])[CH2:13]1.[Cl-:3]. Starting materials: CCCCCC1CC(C(=O)O)C1, O=S(Cl)Cl, c1ccccc1. Yields the product CCCCCC1CC(C(=O)O)C1, [Cl-]. Reactants: Cl.ClC1=C(C=CC(=C1)Cl)C1(C(N(C2=CC(=CC(=C12)C(F)(F)F)C(=O)N)C[C@@H]1C[C@H](C1)N(CC)CC)=O)O (3-(2,4-dichlorophenyl)-1-[trans-3-(diethylamino)-cyclobutylmethyl]-4-trifluoromethyl-3-hydroxy-2-oxoindoline-6-carboxamide hydrochloride), Br (hydrobromic acid), C(C)(=O)O (acetic acid). Run at temperature 100 celsius, time 2 hour. The product is Br.ClC1=C(C=CC(=C1)Cl)C1(C(N(C2=CC(=CC(=C12)C(F)(F)F)C(=O)O)C[C@@H]1C[C@H](C1)N(CC)CC)=O)O (3-(2,4-dichlorophenyl)-1-[trans-3-(diethylamino)-cyclobutylmethyl]-4-trifluoromethyl-3-hydroxy-2-oxoindoline-6-carboxylic Acid Hydrobromide). The yield is 98.0%. Reaction SMILES: Cl.[Cl:2][C:3]1[CH:8]=[C:7]([Cl:9])[CH:6]=[CH:5][C:4]=1[C:10]1([OH:37])[C:18]2[C:13](=[CH:14][C:15]([C:23](N)=[O:24])=[CH:16][C:17]=2[C:19]([F:22])([F:21])[F:20])[N:12]([CH2:26][C@H:27]2[CH2:30][C@H:29]([N:31]([CH2:34][CH3:35])[CH2:32][CH3:33])[CH2:28]2)[C:11]1=[O:36].[BrH:38].C(O)(=[O:41])C>>[BrH:38].[Cl:2][C:3]1[CH:8]=[C:7]([Cl:9])[CH:6]=[CH:5][C:4]=1[C:10]1([OH:37])[C:18]2[C:13](=[CH:14][C:15]([C:23]([OH:24])=[O:41])=[CH:16][C:17]=2[C:19]([F:22])([F:21])[F:20])[N:12]([CH2:26][C@H:27]2[CH2:28][C@H:29]([N:31]([CH2:32][CH3:33])[CH2:34][CH3:35])[CH2:30]2)[C:11]1=[O:36] |f:0.1,4.5|. Procedure details: To a solution of the compound of Example 1-4 (400.0 mg, 0.69 mmol) in acetic acid (2.5 mL) was added 47% hydrobromic acid (7.5 mL), and the mixture was stirred at 100° C. for 2 hours. The reaction solution was concentrated, and then recrystallized (methanol-diethyl ether) to give the titled compound (420.5 mg, 98%). The reactants are C([O-])([O-])=O.[K+].[K+] (Potassium carbonate), C(C1=CC=CC=C1)(C1=CC=CC=C1)(C1=CC=CC=C1)NC=1SC=C(N1)C(C(=O)OCC)=NO (ethyl 2-(2-tritylaminothiazol-4-yl)-2-hydroxyiminoacetate), ClCC#N (Chloracetonitrile). Solvent: CN(C=O)C (N,N-dimethylformamide). Reaction conditions: time 5 hour. Yields the product C(C1=CC=CC=C1)(C1=CC=CC=C1)(C1=CC=CC=C1)NC=1SC=C(N1)C(C(=O)OCC)=NOCC#N (ethyl 2-(2-tritylaminothiazol-4-yl)-2-cyanomethoxyiminoacetate). Isolated yield 88.3%. Reaction SMILES: C(=O)([O-])[O-].[K+].[K+].[C:7]([NH:26][C:27]1[S:28][CH:29]=[C:30]([C:32](=[N:38][OH:39])[C:33]([O:35][CH2:36][CH3:37])=[O:34])[N:31]=1)([C:20]1[CH:25]=[CH:24][CH:23]=[CH:22][CH:21]=1)([C:14]1[CH:19]=[CH:18][CH:17]=[CH:16][CH:15]=1)[C:8]1[CH:13]=[CH:12][CH:11]=[CH:10][CH:9]=1.Cl[CH2:41][C:42]#[N:43]>CN(C)C=O>[C:7]([NH:26][C:27]1[S:28][CH:29]=[C:30]([C:32](=[N:38][O:39][CH2:41][C:42]#[N:43])[C:33]([O:35][CH2:36][CH3:37])=[O:34])[N:31]=1)([C:20]1[CH:25]=[CH:24][CH:23]=[CH:22][CH:21]=1)([C:14]1[CH:15]=[CH:16][CH:17]=[CH:18][CH:19]=1)[C:8]1[CH:13]=[CH:12][CH:11]=[CH:10][CH:9]=1 |f:0.1.2|. Procedure: Potassium carbonate (4.84 g.) was added to a stirred solution of ethyl 2-(2-tritylaminothiazol-4-yl)-2-hydroxyiminoacetate (syn isomer, 10 g.) in N,N-dimethylformamide (22.0 ml.). Chloracetonitrile (2.64 g.) was added dropwise to the solution under nitrogen atmosphere and stirred at room temperature for 5 hours. After removing the insoluble substance from the resultant mixture by filtration, water (300 ml.) was added to the filtrate and extracted with ethyl acetate (300 ml.). The extract was was... The reactants are C1OC=2C=C(C=CC2O1)[C@@H](C(=O)N[C@@H](CC1=CNC2=CC=CC=C12)C(=O)O)[C@@H](CCCC)O (Nα-[(2R,3R)-2-(3,4-methylenedioxyphenyl)-3-hydroxyheptanoyl]-L-tryptophan), C([O-])([O-])=O.[K+].[K+] (potassium carbonate), C(C)I (ethyl iodide). The solvent is CN(C=O)C (N,N-dimethylformamide), C(C)(=O)OCC (ethyl acetate). Reaction conditions: time 3 hour. Yields the product C(C)OC([C@@H](NC([C@@H]([C@@H](CCCC)O)C1=CC2=C(C=C1)OCO2)=O)CC2=CNC1=CC=CC=C21)=O ([(2R,3R)-2-(3,4-methylenedioxyphenyl)-3-hydroxyheptanoyl]-L-tryptophan ethyl ester). The yield is 81.6%. As a reaction SMILES: [CH2:1]1[O:9][C:8]2[CH:7]=[CH:6][C:5]([C@H:10]([C@H:28]([OH:33])[CH2:29][CH2:30][CH2:31][CH3:32])[C:11]([NH:13][C@H:14]([C:25]([OH:27])=[O:26])[CH2:15][C:16]3[C:24]4[C:19](=[CH:20][CH:21]=[CH:22][CH:23]=4)[NH:18][CH:17]=3)=[O:12])=[CH:4][C:3]=2[O:2]1.C(=O)([O-])[O-].[K+].[K+].[CH2:40](I)[CH3:41]>CN(C)C=O.C(OCC)(=O)C>[CH2:40]([O:26][C:25](=[O:27])[C@H:14]([CH2:15][C:16]1[C:24]2[C:19](=[CH:20][CH:21]=[CH:22][CH:23]=2)[NH:18][CH:17]=1)[NH:13][C:11](=[O:12])[C@H:10]([C:5]1[CH:6]=[CH:7][C:8]2[O:9][CH2:1][O:2][C:3]=2[CH:4]=1)[C@H:28]([OH:33])[CH2:29][CH2:30][CH2:31][CH3:32])[CH3:41] |f:1.2.3|. Reported procedure: To a solution of Nα-[(2R,3R)-2-(3,4-methylenedioxyphenyl)-3-hydroxyheptanoyl]-L-tryptophan (300 mg) in N,N-dimethylformamide (10 ml) were added potassium carbonate (69 mg) and ethyl iodide (155 mg) and the mixture was stirred at ambient temperature for 3 hours. The mixture was diluted with ethyl acetate (20 ml) and the solution was washed with 0.5N hydrochloric acid (20 ml×2), saturated sodium bicarbonate aqueous solution (20 ml×2) and brine (20 ml) successively and the organic layer was dried o...